This data is from the Open Reaction Database (ORD), a public repository of structured organic reaction records. The task is: describe an organic reaction: reactants, conditions, products, and yield The reactants are O=C1CCC(=O)N1Br, CC(=O)[O-], CC(=O)[O-], CO, O=[N+]([O-])c1ccc(CS)cc1, O, O, O, [Pb+2]. The product is O=C1CCC(=O)N1SCc1ccc([N+](=O)[O-])cc1. Reaction SMILES: [Br:24][N:25]1[C:26](=[O:27])[CH2:28][CH2:29][C:30]1=[O:31].[C:4]([O-:5])(=[O:6])[CH3:7].[C:9]([O-:10])(=[O:11])[CH3:12].[CH3:32][OH:33].[N+:13](=[O:14])([O-:15])[c:16]1[cH:17][cH:18][c:19]([CH2:20][SH:21])[cH:22][cH:23]1.[OH2:1].[OH2:2].[OH2:3].[Pb+2:8]>>[N+:13](=[O:14])([O-:15])[c:16]1[cH:17][cH:18][c:19]([CH2:20][S:21][N:25]2[C:26](=[O:27])[CH2:28][CH2:29][C:30]2=[O:31])[cH:22][cH:23]1. Starting materials: FC(C(=O)N1CCC2=C(C(C1)C)C=C(C(=C2)OC)Cl)(F)F (N-trifluoroacetyl-8-chloro7-methoxy-1-methyl-2,3,4,5-tetrahydro-1H-3-benzazepine), [OH-].[Na+] (NaOH). Solvent: O (water), CO (methanol). Conditions: time 8 hour. The product is ClC=1C(=CC2=C(C(CNCC2)C)C1)OC (8-Chloro-7-methoxy-1-methyl-2,3,4,5-tetrahydro-1H-3-benzazepine). Yield: 109.3%. As a reaction SMILES: FC(F)(F)C([N:5]1[CH2:11][CH:10]([CH3:12])[C:9]2[CH:13]=[C:14]([Cl:19])[C:15]([O:17][CH3:18])=[CH:16][C:8]=2[CH2:7][CH2:6]1)=O.[OH-].[Na+]>CO.O>[Cl:19][C:14]1[C:15]([O:17][CH3:18])=[CH:16][C:8]2[CH2:7][CH2:6][NH:5][CH2:11][CH:10]([CH3:12])[C:9]=2[CH:13]=1 |f:1.2|. Procedure details: A solution of N-trifluoroacetyl-8-chloro7-methoxy-1-methyl-2,3,4,5-tetrahydro-1H-3-benzazepine (0.399 g, 1.24 mmol) in methanol (20 mL) was treated with 15% aqueous NaOH (20 mL), and stirred overnight at 20 C. The product mixture was diluted with water (100 mL), extracted twice with EtOAc (100 mL), the combined organic phases were washed with brine (100 mL), dried with Na2SO4 and concentrated to give 0.306 g of a yellow solid. 1H NMR (400 MHz, CDCl3) d 7.05 (s, 1 H), 6.59 (s, 1 H), 3.80 (s, 3 H)... The reactants are C(CCC)[Li] (butyl lithium), C(C)(C)NC(C)C (diisopropylamine), ClC=1C=NC=C(C1)Cl (3,5-dichloropyridine), C([O-])(O)=O.[Na+] (sodium bicarbonate), CI (methyl iodide). Solvent: CCCCCC (hexane), C(C)OCC (diethyl ether), O1CCCC1 (tetrahydrofuran), O1CCCC1 (tetrahydrofuran), O1CCCC1 (tetrahydrofuran). Conditions: temperature -75 celsius, time 1 hour. The product is ClC=1C=NC=C(C1C)Cl (3,5-dichloro-4-methylpyridine). As a reaction SMILES: [CH:1](NC(C)C)(C)C.C([Li])CCC.[Cl:13][C:14]1[CH:15]=[N:16][CH:17]=[C:18]([Cl:20])[CH:19]=1.CI.C(=O)(O)[O-].[Na+]>O1CCCC1.CCCCCC.C(OCC)C>[Cl:13][C:14]1[CH:15]=[N:16][CH:17]=[C:18]([Cl:20])[C:19]=1[CH3:1] |f:4.5|. Procedure details: A solution of diisopropylamine (10.5 mL) in dry tetrahydrofuran (150 mL) is cooled to -75° C. and treated with a solution of butyl lithium in hexane (30 mL; 2.5 M) during 10 minutes. After stirring for 1 hour at -75° C. the mixture is treated with a solution of 3,5-dichloropyridine (10.8 g) in dry tetrahydrofuran (55 mL) and stirred for a further 30 minutes. It is then treated with methyl iodide (4.7 mL) in dry tetrahydrofuran (10 mL) during 10 minutes, and the solution is allowed to rise gradua... Starting materials: Clc1nc(Nc2cc[nH]n2)cc2ccccc12, CC(=O)Nc1ccc(O)cc1. Yields the product CC(=O)Nc1ccc(Oc2nc(Nc3cc[nH]n3)cc3ccccc23)cc1. Reaction SMILES: [Cl:12][c:13]1[n:14][c:15]([NH:23][c:24]2[n:25][nH:26][cH:27][cH:28]2)[cH:16][c:17]2[cH:18][cH:19][cH:20][cH:21][c:22]12.[OH:1][c:2]1[cH:3][cH:4][c:5]([NH:8][C:9]([CH3:10])=[O:11])[cH:6][cH:7]1>>[O:1]([c:2]1[cH:3][cH:4][c:5]([NH:8][C:9]([CH3:10])=[O:11])[cH:6][cH:7]1)[c:13]1[n:14][c:15]([NH:23][c:24]2[n:25][nH:26][cH:27][cH:28]2)[cH:16][c:17]2[cH:18][cH:19][cH:20][cH:21][c:22]12. Reactants: [H-].[Na+] (Sodium hydride), COC(C1=CC(=C(C(=C1)C)Br)S(=O)(=O)CC1=C(C(=CC=C1)Cl)N)=O (3-(2-Amino-3-chloro-phenylmethanesulfonyl)-4-bromo-5-methyl benzoic acid methyl ester). The solvent is CN(C=O)C (dimethylformamide). Reaction conditions: time 0.5 hour. Product: COC(=O)C=1C=C(C2=C(S(CC3=C(N2)C(=CC=C3)Cl)(=O)=O)C1)C (4-Chloro-6-methyl-10,10-dioxo-10,11-dihydro-5H-10lambda*6*-thia-5-aza-dibenzo[a,d]-cycloheptene-8-carboxylic acid methylester). RXN SMILES: [H-].[Na+].[CH3:3][O:4][C:5](=[O:26])[C:6]1[CH:11]=[C:10]([CH3:12])[C:9](Br)=[C:8]([S:14]([CH2:17][C:18]2[CH:23]=[CH:22][CH:21]=[C:20]([Cl:24])[C:19]=2[NH2:25])(=[O:16])=[O:15])[CH:7]=1>CN(C)C=O>[CH3:3][O:4][C:5]([C:6]1[CH:11]=[C:10]([CH3:12])[C:9]2[NH:25][C:19]3[C:20]([Cl:24])=[CH:21][CH:22]=[CH:23][C:18]=3[CH2:17][S:14](=[O:16])(=[O:15])[C:8]=2[CH:7]=1)=[O:26] |f:0.1|. Procedure: Sodium hydride (0.234 g, 5.07 mmol) was added in portions to a stirred solution of Example 37d (0.785 g, 1.69 mmol) in dry dimethylformamide (10 mL) at 0° C. The reaction mixture was stirred for 0.5 h. Excess sodium hydride was destroyed using methanol (5 mL). The reaction mixture was diluted with cold water (100 mL), the solid separated was filtered, crystallized using ethyl acetate/pet. ether 60-80° C. to obtain the title compound. Yield: 0.409 g, (64.10%); 1H NMR (DMSO-d6, 300 MHz): δ 2.65 (s... Starting materials: FC1=CC=C2C(=CN(C2=C1)CC=1SC=CC1)C1CCNCC1 (6-fluoro-3-piperidin-4-yl-1-thiophen-2-ylmethyl-1H-indole), C(C)OC(C1=C(C=CC(=C1)CBr)OC)=O (5-bromomethyl-2-methoxy-benzoic acid ethyl ester). Yields the product FC1=CC=C2C(=CN(C2=C1)CC=1SC=CC1)C1CCN(CC1)CC=1C=CC(=C(C(=O)O)C1)OC (5-[4-(6-fluoro-1-thiophen-2-ylmethyl-1H-indol-3-yl)-piperidin-1-ylmethyl]-2-methoxy-benzoic acid). Reaction SMILES: [F:1][C:2]1[CH:10]=[C:9]2[C:5]([C:6]([CH:17]3[CH2:22][CH2:21][NH:20][CH2:19][CH2:18]3)=[CH:7][N:8]2[CH2:11][C:12]2[S:13][CH:14]=[CH:15][CH:16]=2)=[CH:4][CH:3]=1.C([O:25][C:26](=[O:37])[C:27]1[CH:32]=[C:31]([CH2:33]Br)[CH:30]=[CH:29][C:28]=1[O:35][CH3:36])C>>[F:1][C:2]1[CH:10]=[C:9]2[C:5]([C:6]([CH:17]3[CH2:18][CH2:19][N:20]([CH2:33][C:31]4[CH:30]=[CH:29][C:28]([O:35][CH3:36])=[C:27]([CH:32]=4)[C:26]([OH:37])=[O:25])[CH2:21][CH2:22]3)=[CH:7][N:8]2[CH2:11][C:12]2[S:13][CH:14]=[CH:15][CH:16]=2)=[CH:4][CH:3]=1. Procedure: This compound was prepared following the procedure described in example 13 (part D) starting with 2.9 g (9.2 mmol) of 6-fluoro-3-piperidin-4-yl-1-thiophen-2-ylmethyl-1H-indole and 2.7 g (11.5 mmol) of 5-bromomethyl-2-methoxy-benzoic acid ethyl ester. After standard work-up, 1.2 g (27% of yield) of the expected acid were obtained.